From a dataset of the Open Reaction Database (ORD), a public repository of structured organic reaction records. describe an organic reaction: reactants, conditions, products, and yield Reactants: ClC1=C(C(=CC(=C1)Cl)Cl)OC(CC(=O)OC1=C(C=C(C=C1Cl)Cl)Cl)=O (Malonic acid bis(2,4,6-trichlorophenyl) ester), NC(=CC(=O)OCC)C(C)C (ethyl 3-amino-4-methylpent-2-enoate). Solvent: BrC1=CC=CC=C1 (bromobenzene), CCOC(=O)C.CCOCC (EtOAc Et2O). The product is OC=1C(=C(NC(C1)=O)C(C)C)C(=O)OCC (ethyl 4-hydroxy-2-isopropyl-6-oxo-1,6-dihydropyridine-3-carboxylate). RXN SMILES: ClC1C=C(Cl)C=C(Cl)C=1[O:10][C:11](=O)[CH2:12][C:13](OC1C(Cl)=CC(Cl)=CC=1Cl)=[O:14].[NH2:26][C:27]([CH:34]([CH3:36])[CH3:35])=[CH:28][C:29]([O:31][CH2:32][CH3:33])=[O:30]>BrC1C=CC=CC=1.CCOC(C)=O.CCOCC>[OH:14][C:13]1[C:28]([C:29]([O:31][CH2:32][CH3:33])=[O:30])=[C:27]([CH:34]([CH3:35])[CH3:36])[NH:26][C:11](=[O:10])[CH:12]=1 |f:3.4|. Procedure: Malonic acid bis(2,4,6-trichlorophenyl) ester (1.4 g, 3.05 mmol) and ethyl 3-amino-4-methylpent-2-enoate (480 mg, 3.05 mmol) in bromobenzene (5 mL) was heated at 155° C. for 45 min. The reaction mixture was diluted with EtOAc/Et2O then concentrated in vacuo until a solid crashed out of solution. The solid was collected and rinsed with Et2O and ethyl acetate. The filtrate was concentrated in vacuo, diluted with DCM, and purified by flash chromatography (12-100% EtOAc/isohexane). The fractions con... RXN SMILES: [CH:1]([C:3]1[CH:8]=[CH:7][C:6](B(O)O)=[CH:5][CH:4]=1)=[O:2].FC(F)(F)S(O[C:18]1[CH2:23][CH2:22][N:21]([C:24]([O:26][C:27]([CH3:30])([CH3:29])[CH3:28])=[O:25])[CH2:20][CH:19]=1)(=O)=O.C(=O)([O-])[O-].[Cs+].[Cs+]>C(COC)OC.O>[CH:1]([C:3]1[CH:8]=[CH:7][C:6]([C:18]2[CH2:23][CH2:22][N:21]([C:24]([O:26][C:27]([CH3:30])([CH3:29])[CH3:28])=[O:25])[CH2:20][CH:19]=2)=[CH:5][CH:4]=1)=[O:2] |f:2.3.4,5.6|. Yield: 88.2%. Product: C(=O)C1=CC=C(C=C1)C1=CCN(CC1)C(=O)OC(C)(C)C (tert-butyl 4-(4-formylphenyl)-5,6-dihydropyridine-1(2H)-carboxylate). The solvent is C(OC)COC.O (dimethoxyethane water). Starting materials: C([O-])([O-])=O.[Cs+].[Cs+] (cesium carbonate), C(=O)C1=CC=C(C=C1)B(O)O (4-formyl-phenylboronic acid), palladium tetrakistriphenylphosphine, FC(S(=O)(=O)OC1=CCN(CC1)C(=O)OC(C)(C)C)(F)F (tert-butyl 4-(trifluoromethylsulfonyloxy)-5,6-dihydropyridine-1(2H)-carboxylate). Conditions: temperature 80 celsius, time 18 hour. Reported procedure: To 400 mg (2.67 mmol) of 4-formyl-phenylboronic acid diluted in a dimethoxyethane/water mixture (40 ml/4 ml) are respectively added 1.33 g (5.78 mmol) of tert-butyl 4-(trifluoromethylsulfonyloxy)-5,6-dihydropyridine-1(2H)-carboxylate, 154 mg (0.133 mmol) of palladium tetrakistriphenylphosphine and 1.74 g (5.34 mmol) of cesium carbonate. The solution is purged under argon then stirred at 80° C. for 18 h and filtered on Celite with ethyl acetate. The filtrate is washed with water, then with sodium... Reactants: O1CCC(CC1)CO ((Tetrahydro-2H-pyran-4-yl)methanol), [H-].[Na+] (NaH), O (water), FC1=C(C=C(C=C1)S(=O)(=O)N)[N+](=O)[O-] (4-fluoro-3-nitrobenzenesulfonamide). Solvent: O1CCCC1 (tetrahydrofuran). Conditions: time 20 minute. The product is [N+](=O)([O-])C=1C=C(C=CC1OCC1CCOCC1)S(=O)(=O)N (3-nitro-4-((tetrahydro-2H-pyran-4-yl)methoxy)benzenesulfonamide). RXN SMILES: [O:1]1[CH2:6][CH2:5][CH:4]([CH2:7][OH:8])[CH2:3][CH2:2]1.[H-].[Na+].F[C:12]1[CH:17]=[CH:16][C:15]([S:18]([NH2:21])(=[O:20])=[O:19])=[CH:14][C:13]=1[N+:22]([O-:24])=[O:23].O>O1CCCC1>[N+:22]([C:13]1[CH:14]=[C:15]([S:18]([NH2:21])(=[O:19])=[O:20])[CH:16]=[CH:17][C:12]=1[O:8][CH2:7][CH:4]1[CH2:5][CH2:6][O:1][CH2:2][CH2:3]1)([O-:24])=[O:23] |f:1.2|. Procedure: (Tetrahydro-2H-pyran-4-yl)methanol (2.0 g) in tetrahydrofuran (20 mL) was treated with 60% NaH (1.377 g). The mixture was stirred for 20 minutes at the room temperature. To this mixture was added 4-fluoro-3-nitrobenzenesulfonamide (2.84 g) portion-wise. The reaction was stirred for another 2 hours. The mixture was poured into water, neutralized with 10% HC1, and extracted with ethyl acetate three times. The combined organic layers were washed with brine, dried over MgSO4, filtered, and concentra...